This data is from the Open Reaction Database (ORD), a public repository of structured organic reaction records. The task is: describe an organic reaction: reactants, conditions, products, and yield Isolated yield 102.7%. Yields the product FC1CNC(C=2N1N=C(C2)COC2=CC=CC=C2)=O ((rac)-7-fluoro-2-phenoxymethyl-6,7-dihydro-5H-pyrazolo[1,5-a]pyrazin-4-one). Run in C(Cl)Cl (DCM). Run at time 15 minute. Procedure details: DAST (0.035 mL, 0.29 mmol) was added to a solution of (rac)-7-hydroxy-2-phenoxymethyl-6,7-dihydro-5H-pyrazolo[1,5-a]pyrazin-4-one (50 mg, 0.19 mmol) in DCM (0.5 mL) at −10° C. The mixture was stirred at room temperature for 15 minutes. Then quenched with a 1N solution of HCl and extracted with DCM. The organic layer was separated, dried (Na2SO4), filtered and the solvent evaporated in vacuo to yield (rac)-7-fluoro-2-phenoxymethyl-6,7-dihydro-5H-pyrazolo[1,5-a]pyrazin-4-one (51 mg, quantitative) ... The reactants are CCN(CC)S(F)(F)F (DAST), OC1CNC(C=2N1N=C(C2)COC2=CC=CC=C2)=O ((rac)-7-hydroxy-2-phenoxymethyl-6,7-dihydro-5H-pyrazolo[1,5-a]pyrazin-4-one). Reaction SMILES: CCN(S(F)(F)[F:7])CC.O[CH:11]1[N:16]2[N:17]=[C:18]([CH2:20][O:21][C:22]3[CH:27]=[CH:26][CH:25]=[CH:24][CH:23]=3)[CH:19]=[C:15]2[C:14](=[O:28])[NH:13][CH2:12]1>C(Cl)Cl>[F:7][CH:11]1[N:16]2[N:17]=[C:18]([CH2:20][O:21][C:22]3[CH:27]=[CH:26][CH:25]=[CH:24][CH:23]=3)[CH:19]=[C:15]2[C:14](=[O:28])[NH:13][CH2:12]1. The reactants are C1=CC(=CC=C1CN)C(F)(F)F, C1=CC(=NC=C1C(=O)N)Cl. Reagents/catalysts: CC(C)(C)[O-].[Na+], C1=CC=C(C=C1)P(C2=CC=CC=C2)C3=C(C4=CC=CC=C4C=C3)C5=C(C=CC6=CC=CC=C65)P(C7=CC=CC=C7)C8=CC=CC=C8, CC(=O)O.CC(=O)O.[Pd]. Run in COCCOC. Run at temperature 100 celsius. Product: C1=CC(=CC=C1CNC2=NC=C(C=C2)C(=O)N)C(F)(F)F. The yield is 7.4%. Procedure: To a stirred solution of 6-chloronicotinamide (0.053 g, 0.34 mmol), 2,2'-bis(diphenylphosphino)-1,1'-binaphthyl (0.021 g, 0.03 mmol), sodium 2-methylpropan-2-olate (0.065 g, 0.68 mmol) and diacetoxypalladium (7.60 mg, 0.03 mmol) in DME (1 mL) was added (4-(trifluoromethyl)phenyl)methanamine (0.097 mL, 0.68 mmol). The reaction was run in microwave at 100 °C for 4h. The compound was purified by preparative HPLC on a Kromasil C8 column (10 µm 250x20 ID mm) using a gradient of 51-55% acetonitrile in... Reactants: CC1S[C@H]2N(C(=C1)C(=O)O)C(C2NC(C(C=2N=C(SC2)NC=O)=NOCC)=O)=O (2-methyl-7-[2-ethoxyimino-2-(2-formylaminothiazol-4-yl)acetamido]-3-cephem-4-carboxylic acid), CC1S[C@H]2N(C(=C1)C(=O)O)C(C2NC(C(C=2NC(SC2)=NC=O)=NOCC)=O)=O (2-methyl-7-[2-ethoxyimino-2-(2-formylimino-2,3-dihydrothiazol-4-yl)acetamido]-3-cephem-4-carboxylic acid), Cl (hydrochloric acid). Run in CO (methanol), CO (methanol). Product: Cl.CC1S[C@H]2N(C(=C1)C(=O)O)C(C2NC(C(C=2N=C(SC2)N)=NOCC)=O)=O (2-methyl-7-[2-ethoxyimino-2-(2-aminothiazol-4-yl)acetamido]-3-cephem-4-carboxylic acid hydrochloride). As a reaction SMILES: [CH3:1][CH:2]1[CH:7]=[C:6]([C:8]([OH:10])=[O:9])[N:5]2[C:11](=[O:29])[CH:12]([NH:13][C:14](=[O:28])[C:15](=[N:24][O:25][CH2:26][CH3:27])[C:16]3[N:17]=[C:18]([NH:21]C=O)[S:19][CH:20]=3)[C@H:4]2[S:3]1.[ClH:30]>CO>[ClH:30].[CH3:1][CH:2]1[CH:7]=[C:6]([C:8]([OH:10])=[O:9])[N:5]2[C:11](=[O:29])[CH:12]([NH:13][C:14](=[O:28])[C:15](=[N:24][O:25][CH2:26][CH3:27])[C:16]3[N:17]=[C:18]([NH2:21])[S:19][CH:20]=3)[C@H:4]2[S:3]1 |f:3.4|. Procedure details: A solution of 2-methyl-7-[2-ethoxyimino-2-(2-formylaminothiazol-4-yl)acetamido]-3-cephem-4-carboxylic acid (syn isomer), which can be represented as 2-methyl-7-[2-ethoxyimino-2-(2-formylimino-2,3-dihydrothiazol-4-yl)acetamido]-3-cephem-4-carboxylic acid (syn isomer), (3.0 g) in methanol (40 ml) was cooled in an ice-water bath and thereto was added dropwise a solution of concentrated hydrochloric acid (3.8 g) in methanol (12 ml) with stirring and then stirring was continued at room temperature. A... Starting materials: C1COCCO1, CCOC(=O)Cc1cccc(Oc2ccc(F)cc2CBr)c1, [H-], [Na+], O=C1NCCO1. The product is CCOC(=O)Cc1cccc(Oc2ccc(F)cc2CN2CCOC2=O)c1. As a reaction SMILES: [CH2:31]1[O:32][CH2:33][CH2:34][O:35][CH2:36]1.[CH2:9]([CH3:10])[O:11][C:12]([CH2:13][c:14]1[cH:15][c:16]([O:20][c:21]2[c:22]([CH2:28][Br:29])[cH:23][c:24]([F:27])[cH:25][cH:26]2)[cH:17][cH:18][cH:19]1)=[O:30].[H-:7].[Na+:8].[O:1]1[C:2](=[O:6])[NH:3][CH2:4][CH2:5]1>>[O:1]1[C:2](=[O:6])[N:3]([CH2:28][c:22]2[c:21]([O:20][c:16]3[cH:15][c:14]([CH2:13][C:12]([O:11][CH2:9][CH3:10])=[O:30])[cH:19][cH:18][cH:17]3)[cH:26][cH:25][c:24]([F:27])[cH:23]2)[CH2:4][CH2:5]1. Reactants: ClCCCl, CCN(C(C)C)C(C)C, Cl, OC(c1cccc(F)c1)c1cccc(F)c1, O=C(O)C1CN2CCC1CC2, CN(C)C=O, O, On1nnc2ccccc21. Product: O=C(OC(c1cccc(F)c1)c1cccc(F)c1)C1CN2CCC1CC2. Reaction SMILES: [CH2:13]([Cl:14])[CH2:15][Cl:16].[CH:27]([N:28]([CH2:29][CH3:30])[CH:31]([CH3:32])[CH3:33])([CH3:34])[CH3:35].[ClH:1].[F:36][c:37]1[cH:38][c:39]([CH:43]([OH:44])[c:45]2[cH:46][c:47]([F:51])[cH:48][cH:49][cH:50]2)[cH:40][cH:41][cH:42]1.[N:2]12[CH2:3][CH:4]([C:10](=[O:11])[OH:12])[CH:5]([CH2:6][CH2:7]1)[CH2:8][CH2:9]2.[O:52]=[CH:53][N:54]([CH3:55])[CH3:56].[OH2:57].[OH:17][n:18]1[c:19]2[c:20]([cH:21][cH:22][cH:23][cH:24]2)[n:25][n:26]1>>[N:2]12[CH2:3][CH:4]([C:10](=[O:11])[O:12][CH:43]([c:39]3[cH:38][c:37]([F:36])[cH:42][cH:41][cH:40]3)[c:45]3[cH:46][c:47]([F:51])[cH:48][cH:49][cH:50]3)[CH:5]([CH2:6][CH2:7]1)[CH2:8][CH2:9]2.